This data is from the Open Reaction Database (ORD), a public repository of structured organic reaction records. The task is: describe an organic reaction: reactants, conditions, products, and yield Reactants: FC=1C=NC(=C(C(=O)OC)C1)OC1=CC=C(C=C1)F (Methyl 5-fluoro-2-(4-fluorophenoxy)nicotinate), [OH-].[Na+] (sodium hydroxide), Cl (hydrochloric acid). The solvent is O (water), CO (methanol). Run at temperature 40 celsius, time 3 hour. Yields the product FC=1C=NC(=C(C(=O)O)C1)OC1=CC=C(C=C1)F (5-Fluoro-2-(4-fluorophenoxy)nicotinic acid). Isolated yield 90.9%. Reaction SMILES: [F:1][C:2]1[CH:3]=[N:4][C:5]([O:12][C:13]2[CH:18]=[CH:17][C:16]([F:19])=[CH:15][CH:14]=2)=[C:6]([CH:11]=1)[C:7]([O:9]C)=[O:8].[OH-].[Na+].Cl>CO.O>[F:1][C:2]1[CH:3]=[N:4][C:5]([O:12][C:13]2[CH:18]=[CH:17][C:16]([F:19])=[CH:15][CH:14]=2)=[C:6]([CH:11]=1)[C:7]([OH:9])=[O:8] |f:1.2|. Procedure details: To a stirred solution of methyl 5-fluoro-2-(4-fluorophenoxy)nicotinate (step 1, 2.63 g, 9.9 mmol) in methanol (50 mL) was added 2 N sodium hydroxide aqueous solution (10 mL). The reaction mixture was stirred at 40° C. for 3 h. After cooling, the pH value was adjusted to 4.0 by the addition of 2 N hydrochloric acid. The mixture was diluted with water (100 mL), and extracted with dichloromethane (100 mL×3). The combined organic layer was washed with brine (100 mL), dried (sodium sulfate), and conc... The reactants are [N+](=O)([O-])C1=C(CO)C=CC(=C1)Cl (2-nitro-4-chlorobenzyl alcohol), COC1=C(C(=CC=C1)OC)B(O)O (2,6-dimethoxybenzene boronic acid), C(=O)([O-])[O-].[Cs+].[Cs+] (Cs2CO3), P(C1CCCCC1)(C1CCCCC1)C1CCCCC1 (Cy3P). The reagents and catalysts are C=1C=CC(=CC1)/C=C/C(=O)/C=C/C2=CC=CC=C2.C=1C=CC(=CC1)/C=C/C(=O)/C=C/C2=CC=CC=C2.C=1C=CC(=CC1)/C=C/C(=O)/C=C/C2=CC=CC=C2.[Pd].[Pd] (Pd2dba3). Solvent: O1CCOCC1 (dioxane). Product: COC1=C(C(=CC=C1)OC)C1=CC(=C(CO)C=C1)[N+](=O)[O-] (4-(2′,6′-dimethoxyphenyl)-2-nitrobenzyl alcohol). RXN SMILES: [N+:1]([C:4]1[CH:11]=[C:10](Cl)[CH:9]=[CH:8][C:5]=1[CH2:6][OH:7])([O-:3])=[O:2].[CH3:13][O:14][C:15]1[CH:20]=[CH:19][CH:18]=[C:17]([O:21][CH3:22])[C:16]=1B(O)O.C([O-])([O-])=O.[Cs+].[Cs+].P(C1CCCCC1)(C1CCCCC1)C1CCCCC1>O1CCOCC1.C1C=CC(/C=C/C(/C=C/C2C=CC=CC=2)=O)=CC=1.C1C=CC(/C=C/C(/C=C/C2C=CC=CC=2)=O)=CC=1.C1C=CC(/C=C/C(/C=C/C2C=CC=CC=2)=O)=CC=1.[Pd].[Pd]>[CH3:13][O:14][C:15]1[CH:20]=[CH:19][CH:18]=[C:17]([O:21][CH3:22])[C:16]=1[C:10]1[CH:9]=[CH:8][C:5]([CH2:6][OH:7])=[C:4]([N+:1]([O-:3])=[O:2])[CH:11]=1 |f:2.3.4,7.8.9.10.11|. Procedure details: A mixture of 5.0 g (26.7 mmol) of 2-nitro-4-chlorobenzyl alcohol, 6.33 g (34.8 mmol) of 2,6-dimethoxybenzene boronic acid, 0.73 g (0.80 mmol) of Pd2dba3, 11.3 g (34.8 mmol) of Cs2CO3, and 0.45 g (1.60 mmol) of Cy3P was dissolved in 100 mL of dioxane and warmed to reflux for 18 h. The reaction mixture was cooled, filtered through a pad of silica gel which was washed with Et2O and concentrated. The residue was purified by flash column chromatography on silica gel eluted with a gradient of 25-50% E... Starting materials: [BH4-], CC(=O)O, CN1CCCC1=O, CCCCCCC, CCC=Nn1cc(C)c2ccccc21, [H][H], [Na+], O. Product: CCCNn1cc(C)c2ccccc21. RXN SMILES: [BH4-:1].[CH3:17][C:18](=[O:19])[OH:20].[CH3:23][N:24]1[CH2:25][CH2:26][CH2:27][C:28]1=[O:29].[CH3:30][CH2:31][CH2:32][CH2:33][CH2:34][CH2:35][CH3:36].[CH3:3][c:4]1[cH:5][n:6]([N:13]=[CH:14][CH2:15][CH3:16])[c:7]2[cH:8][cH:9][cH:10][cH:11][c:12]12.[H:21][H:22].[Na+:2].[OH2:37]>>[CH3:3][c:4]1[cH:5][n:6]([NH:13][CH2:14][CH2:15][CH3:16])[c:7]2[cH:8][cH:9][cH:10][cH:11][c:12]12. Starting materials: CN, CCO, CON=C(C1=Nc2ccc(Cl)cc2C(c2ccccc2F)=NC1)[N+](=O)[O-]. Product: CNC(=NOC)C1=Nc2ccc(Cl)cc2C(c2ccccc2F)=NC1. Reaction SMILES: [CH3:27][NH2:28].[CH3:29][CH2:30][OH:31].[Cl:1][c:2]1[cH:3][cH:4][c:5]2[c:6]([cH:26]1)[C:7]([c:19]1[c:20]([F:25])[cH:21][cH:22][cH:23][cH:24]1)=[N:8][CH2:9][C:10]([C:12](=[N:13][O:14][CH3:15])[N+:16]([O-:17])=[O:18])=[N:11]2>>[Cl:1][c:2]1[cH:3][cH:4][c:5]2[c:6]([cH:26]1)[C:7]([c:19]1[c:20]([F:25])[cH:21][cH:22][cH:23][cH:24]1)=[N:8][CH2:9][C:10]([C:12](=[N:13][O:14][CH3:15])[NH:16][CH3:27])=[N:11]2. The reactants are COC1=C(C=C(C(=N)N)C=C1)C (4-Methoxy-3-methylbenzamidine), BrCC(=O)C=1SC=CC1 (2-(bromoacetyl)-thiophene). The solvent is C(Cl)(Cl)Cl (CHCl3), C(Cl)(Cl)Cl (CHCl3). Conditions: time 24 hour. Yields the product CC=1C=C(C=CC1OC)C=1NC=C(N1)C=1SC=CC1 (2-(3-Methyl-4-methoxyphenyl)-4-(2-thienyl)imidazole). Yield: 79.3%. RXN SMILES: [CH3:1][O:2][C:3]1[CH:11]=[CH:10][C:6]([C:7]([NH2:9])=[NH:8])=[CH:5][C:4]=1[CH3:12].Br[CH2:14][C:15]([C:17]1[S:18][CH:19]=[CH:20][CH:21]=1)=O>C(Cl)(Cl)Cl>[CH3:12][C:4]1[CH:5]=[C:6]([C:7]2[NH:9][CH:14]=[C:15]([C:17]3[S:18][CH:19]=[CH:20][CH:21]=3)[N:8]=2)[CH:10]=[CH:11][C:3]=1[O:2][CH3:1]. Procedure details: A slurry of 22 (21.6 g, 0.132 mol) in CHCl3 (300 ml) was treated dropwise over 15 minutes with 2-(bromoacetyl)-thiophene (10.84, 0.0476 mol, 92% pure) in CHCl3 (55 ml). The reaction mixture was stirred at room temperature for 24 hours, and then filtered to remove 10.2 g of the hydrobromide of 22. The mother liquors were concentrated to a semisolid which was swirled with 75 ml of methylene chloride and refrigerated overnight. The resultant gray solid was washed with CH2Cl2 and dried to give 10.2 ... The product is Cc1nc(C(=O)Nc2cc(-c3cnc(Cl)c(NS(=O)(=O)c4ccccc4)c3)cc3[nH]ncc23)cs1. The reactants are Cc1nc(C(=O)Nc2cc(Br)cc3[nH]ncc23)cs1, O=S(=O)(Nc1cc(Br)cnc1Cl)c1ccccc1, O=C([O-])O, CC(=O)[O-], CC1(C)OB(B2OC(C)(C)C(C)(C)O2)OC1(C)C, CO, [K+], [Na+], c1ccc(P(c2ccccc2)(c2ccccc2)[Pd](P(c2ccccc2)(c2ccccc2)c2ccccc2)(P(c2ccccc2)(c2ccccc2)c2ccccc2)P(c2ccccc2)(c2ccccc2)c2ccccc2)cc1. Reaction SMILES: [Br:1][c:2]1[cH:3][c:4]([NH:11][C:12](=[O:13])[c:14]2[n:15][c:16]([CH3:19])[s:17][cH:18]2)[c:5]2[cH:6][n:7][nH:8][c:9]2[cH:10]1.[Br:43][c:44]1[cH:45][c:46]([NH:51][S:52](=[O:53])(=[O:54])[c:55]2[cH:56][cH:57][cH:58][cH:59][cH:60]2)[c:47]([Cl:50])[n:48][cH:49]1.[C:61](=[O:62])([OH:63])[O-:64].[CH3:21][C:22](=[O:23])[O-:24].[CH3:25][C:26]1([CH3:27])[C:28]([CH3:29])([CH3:30])[O:31][B:32]([B:33]2[O:34][C:35]([CH3:36])([CH3:37])[C:38]([CH3:39])([CH3:40])[O:41]2)[O:42]1.[CH3:66][OH:67].[K+:20].[Na+:65].[cH:68]1[cH:69][cH:70][c:71]([P:72]([Pd:73]([P:74]([c:75]2[cH:76][cH:77][cH:78][cH:79][cH:80]2)([c:81]2[cH:82][cH:83][cH:84][cH:85][cH:86]2)[c:87]2[cH:88][cH:89][cH:90][cH:91][cH:92]2)([P:93]([c:94]2[cH:95][cH:96][cH:97][cH:98][cH:99]2)([c:100]2[cH:101][cH:102][cH:103][cH:104][cH:105]2)[c:106]2[cH:107][cH:108][cH:109][cH:110][cH:111]2)[P:112]([c:113]2[cH:114][cH:115][cH:116][cH:117][cH:118]2)([c:119]2[cH:120][cH:121][cH:122][cH:123][cH:124]2)[c:125]2[cH:126][cH:127][cH:128][cH:129][cH:130]2)([c:131]2[cH:132][cH:133][cH:134][cH:135][cH:136]2)[c:137]2[cH:138][cH:139][cH:140][cH:141][cH:142]2)[cH:143][cH:144]1>>[c:2]1(-[c:44]2[cH:45][c:46]([NH:51][S:52](=[O:53])(=[O:54])[c:55]3[cH:56][cH:57][cH:58][cH:59][cH:60]3)[c:47]([Cl:50])[n:48][cH:49]2)[cH:3][c:4]([NH:11][C:12](=[O:13])[c:14]2[n:15][c:16]([CH3:19])[s:17][cH:18]2)[c:5]2[cH:6][n:7][nH:8][c:9]2[cH:10]1. Yields the product FC=1C=C(C=CC1S(=O)(=O)N)C1=CC=C(C=C1)O[C@H]([C@@H](CCC=1C=NC=CC1)O)C ((1S,2R)-3-Fluoro-4′-(2-hydroxy-1-methyl-4-pyridin-3-yl-butoxy)biphenyl-4-sulfonic acid amide). The yield is 38.5%. RXN SMILES: [OH:1][C@H:2]([CH2:15][CH2:16][C:17]1[CH:18]=[N:19][CH:20]=[CH:21][CH:22]=1)[C@H:3]([CH3:14])[O:4][C:5]1[CH:10]=[CH:9][C:8](B(O)O)=[CH:7][CH:6]=1.Br[C:24]1[CH:29]=[CH:28][C:27]([S:30]([NH2:33])(=[O:32])=[O:31])=[C:26]([F:34])[CH:25]=1.C(=O)([O-])[O-].[Na+].[Na+]>C1C=CC([P]([Pd]([P](C2C=CC=CC=2)(C2C=CC=CC=2)C2C=CC=CC=2)([P](C2C=CC=CC=2)(C2C=CC=CC=2)C2C=CC=CC=2)[P](C2C=CC=CC=2)(C2C=CC=CC=2)C2C=CC=CC=2)(C2C=CC=CC=2)C2C=CC=CC=2)=CC=1.C(O)C>[F:34][C:26]1[CH:25]=[C:24]([C:8]2[CH:9]=[CH:10][C:5]([O:4][C@@H:3]([CH3:14])[C@H:2]([OH:1])[CH2:15][CH2:16][C:17]3[CH:18]=[N:19][CH:20]=[CH:21][CH:22]=3)=[CH:6][CH:7]=2)[CH:29]=[CH:28][C:27]=1[S:30]([NH2:33])(=[O:31])=[O:32] |f:2.3.4,^1:44,46,65,84|. Run in C(C)O (ethanol). Procedure: Prepared according to the method described in Example 12b) from 4-[(2S,3R)-5-(pyridin-3-yl)-3-hydroxypent-2-yloxy]benzeneboronic acid (0.20 g, Example 33), 4-bromo-2-fluorophenylsulfonic acid amide (0.20 g), ethanol (3 ml), 2M aqueous sodium carbonate (1.0 ml) and tetrakis(triphenylphosphine)palladium (0) (0.03 g) with heating at 90° C. for 3 hours. After work-up, the residue was purified by normal-phase HPLC eluting with a gradient of 0-25% ethanol in dichloromethane, followed by recrystalisati... Reactants: O[C@@H]([C@@H](OC1=CC=C(C=C1)B(O)O)C)CCC=1C=NC=CC1 ((1S,2R)-4-(2-Hydroxy-1-methyl-4-pyridin-3-ylbutoxy)benzeneboronic acid), BrC1=CC(=C(C=C1)S(=O)(=O)N)F (4-bromo-2-fluorophenylsulfonic acid amide), C([O-])([O-])=O.[Na+].[Na+] (sodium carbonate). Conditions: temperature 90 celsius. Reagents/catalysts: C=1C=CC(=CC1)[P](C=2C=CC=CC2)(C=3C=CC=CC3)[Pd]([P](C=4C=CC=CC4)(C=5C=CC=CC5)C=6C=CC=CC6)([P](C=7C=CC=CC7)(C=8C=CC=CC8)C=9C=CC=CC9)[P](C=1C=CC=CC1)(C=1C=CC=CC1)C=1C=CC=CC1 (tetrakis(triphenylphosphine)palladium). The reactants are O (water), [BH4-].[Li+] (Lithium tetrahydroborate), C(C)OC(CC1CCN(CC1)C1CC1)=O (ethyl(1-cyclopropylpiperidin-4-yl)acetate), CO (MeOH). The solvent is CCOC(=O)C (EtOAc), C1CCOC1 (THF). Conditions: time 8 hour. The product is C1(CC1)N1CCC(CC1)CCO (2-(1-cyclopropylpiperidin-4-yl)ethanol). The yield is 77.3%. Reaction SMILES: [BH4-].[Li+].C([O:5][C:6](=O)[CH2:7][CH:8]1[CH2:13][CH2:12][N:11]([CH:14]2[CH2:16][CH2:15]2)[CH2:10][CH2:9]1)C.CO.O>C1COCC1.CCOC(C)=O>[CH:14]1([N:11]2[CH2:10][CH2:9][CH:8]([CH2:7][CH2:6][OH:5])[CH2:13][CH2:12]2)[CH2:16][CH2:15]1 |f:0.1|. Reported procedure: Lithium tetrahydroborate (730 mg) was added to a solution of ethyl(1-cyclopropylpiperidin-4-yl)acetate (2.1 g) in THF (53 mL) under ice-cooling. MeOH (2.4 mL) was added thereto, and the mixture was stirred at room temperature overnight. After water and EtOAc were added to the reaction mixture, the mixture was stirred for 30 minutes, and extraction was performed using EtOAc. The organic layer was dried over Na2SO4 and filtered, and the filtrate was concentrated under reduced pressure. The residue... Starting materials: CCI, Cc1nnc2ccc(-c3cccc(NC(=O)C4CCC4)c3)nn12, CN(C)C=O, [H-], [Na+], O. Yields the product CCN(C(=O)C1CCC1)c1cccc(-c2ccc3nnc(C)n3n2)c1. RXN SMILES: [CH2:26]([CH3:27])[I:28].[CH3:1][c:2]1[n:3][n:4][c:5]2[n:6]1[n:7][c:8](-[c:11]1[cH:12][c:13]([NH:17][C:18](=[O:19])[CH:20]3[CH2:21][CH2:22][CH2:23]3)[cH:14][cH:15][cH:16]1)[cH:9][cH:10]2.[CH3:30][N:31]([CH3:32])[CH:33]=[O:34].[H-:24].[Na+:25].[OH2:29]>>[CH3:1][c:2]1[n:3][n:4][c:5]2[n:6]1[n:7][c:8](-[c:11]1[cH:12][c:13]([N:17]([C:18](=[O:19])[CH:20]3[CH2:21][CH2:22][CH2:23]3)[CH2:26][CH3:27])[cH:14][cH:15][cH:16]1)[cH:9][cH:10]2. Reactants: IC1=C(C=C(C=C1)OC)O (2-iodo-5-methoxy-phenol), C(#C)C=1C=NN(C1)CC1=CC=C(C=C1)OC (4-ethynyl-1-(4-methoxy-benzyl)-1H-pyrazole), COC=1C=C(C=C(C1OC)OC)I (3,4,5-trimethoxy-iodo-benzene), crude product, C([O-])([O-])=O.[K+].[K+] (potassium carbonate), ester. Run in hexanes, C(C)(=O)OCC (ethyl acetate), CO (methanol). Product: COC=1C=CC2=C(OC(=C2C(C2=CC(=C(C(=C2)OC)OC)OC)=O)C=2C=NN(C2)CC2=CC=C(C=C2)OC)C1 (6-Methoxy-2-(1-(4-methoxybenzyl)-1H-pyrazol-4-yl)-3-(3,4,5-trimethoxybenzoyl)benzo[b]furan). RXN SMILES: I[C:2]1[CH:7]=[CH:6][C:5]([O:8][CH3:9])=[CH:4][C:3]=1[OH:10].[C:11]([C:13]1[CH:14]=[N:15][N:16]([CH2:18][C:19]2[CH:24]=[CH:23][C:22]([O:25][CH3:26])=[CH:21][CH:20]=2)[CH:17]=1)#[CH:12].[CH3:27][O:28][C:29]1[CH:30]=[C:31](I)[CH:32]=[C:33]([O:37][CH3:38])[C:34]=1[O:35][CH3:36].[C:40](=O)([O-])[O-:41].[K+].[K+]>CO.C(OCC)(=O)C>[CH3:9][O:8][C:5]1[CH:6]=[CH:7][C:2]2[C:12]([C:40](=[O:41])[C:31]3[CH:30]=[C:29]([O:28][CH3:27])[C:34]([O:35][CH3:36])=[C:33]([O:37][CH3:38])[CH:32]=3)=[C:11]([C:13]3[CH:14]=[N:15][N:16]([CH2:18][C:19]4[CH:24]=[CH:23][C:22]([O:25][CH3:26])=[CH:21][CH:20]=4)[CH:17]=3)[O:10][C:3]=2[CH:4]=1 |f:3.4.5|. Procedure details: This compound was prepared by application of the general procedure to 2-iodo-5-methoxy-phenol, 4-ethynyl-1-(4-methoxy-benzyl)-1H-pyrazole and 3,4,5-trimethoxy-iodo-benzene. The crude product was stirred with potassium carbonate (excess) in methanol for 3 h to hydrolyse ester by-products and submitted to silica-gel flash chromatography (eluent=2:1 hexanes:ethyl acetate) to afford a mixture of the title compound and the corresponding non-carbonyl inserted derivative. This mixture was used directly...